This data is from the Open Reaction Database (ORD), a public repository of structured organic reaction records. The task is: describe an organic reaction: reactants, conditions, products, and yield The reactants are O=C(NCc1ccccc1)c1cccc2c([N+](=O)[O-])cccc12, CO. The product is Nc1cccc2c(C(=O)NCc3ccccc3)cccc12. Reaction SMILES: [CH2:1]([c:2]1[cH:3][cH:4][cH:5][cH:6][cH:7]1)[NH:8][C:9](=[O:10])[c:11]1[cH:12][cH:13][cH:14][c:15]2[c:16]([N+:21]([O-:22])=[O:23])[cH:17][cH:18][cH:19][c:20]12.[CH3:24][OH:25]>>[CH2:1]([c:2]1[cH:3][cH:4][cH:5][cH:6][cH:7]1)[NH:8][C:9](=[O:10])[c:11]1[cH:12][cH:13][cH:14][c:15]2[c:16]([NH2:21])[cH:17][cH:18][cH:19][c:20]12. Starting materials: N(=[N+]=[N-])C1=NC=NC(=C1)OC1=CC=C(C=C1)NC(=O)NC1=CC(=C(C=C1)CN1CCCCC1)C(F)(F)F (N-(4-(4-Azidopyrimidin-6-yl-oxy)-phenyl)-N′-(3-trifluoromethyl-4-(piperidin-1-ylmethyl)-phenyl)-urea). Reagents/catalysts: [Pd] (Pd/C). The solvent is C1CCOC1 (THF). Product: NC1=NC=NC(=C1)OC1=CC=C(C=C1)NC(=O)NC1=CC(=C(C=C1)CN1CCCCC1)C(F)(F)F (N-(4-(4-Aminopyrimidin-6-yl-oxy)-phenyl)-N′-(3-trifluoromethyl-4-(piperidin-1-ylmethyl)-phenyl)-urea). Reaction SMILES: [N:1]([C:4]1[CH:9]=[C:8]([O:10][C:11]2[CH:16]=[CH:15][C:14]([NH:17][C:18]([NH:20][C:21]3[CH:26]=[CH:25][C:24]([CH2:27][N:28]4[CH2:33][CH2:32][CH2:31][CH2:30][CH2:29]4)=[C:23]([C:34]([F:37])([F:36])[F:35])[CH:22]=3)=[O:19])=[CH:13][CH:12]=2)[N:7]=[CH:6][N:5]=1)=[N+]=[N-]>C1COCC1.[Pd]>[NH2:1][C:4]1[CH:9]=[C:8]([O:10][C:11]2[CH:16]=[CH:15][C:14]([NH:17][C:18]([NH:20][C:21]3[CH:26]=[CH:25][C:24]([CH2:27][N:28]4[CH2:29][CH2:30][CH2:31][CH2:32][CH2:33]4)=[C:23]([C:34]([F:37])([F:36])[F:35])[CH:22]=3)=[O:19])=[CH:13][CH:12]=2)[N:7]=[CH:6][N:5]=1. Procedure: Hydrogenation of N-(4-(4-azidopyrimidin-6-yl-oxy)-phenyl)-N′-(3-trifluoromethyl-4-(piperidin-1-ylmethyl)-phenyl)-urea (Example 130; 213 mg, 0.41 mmol) in the presence of 10% Pd/C (40 mg) in 10 ml of THF during 2 h at rt, filtration and concentration of the filtrate affords the title compound: MS: [M+1]+=487; 1H-NMR (DMSO-d6): 9.09 & 8.92 (2s, 2HN), 8.03 & 7.93 (2s, 2H), 7.69 & 7.65 (2m, 2H), 7.47 & 7.03 (2d, 2×2H), 6.79 (s, 2H), 5.6 (s, 1H), 3.46 (s, 2H), 2.31 (m, 4H), 1.49 (m, 4H), 1.40 (m, 2H)... The reactants are C1(=CC=CC=C1)S(=O)(=O)N1C2=C(C3=C1C=NC(=C3CC)C#N)C=CC=N2 (9-benzenesulfonyl-5-ethyl-9H-dipyrido[2,3-b;4′,3′-d]pyrrole-6-carbonitrile), C(Cl)Cl (DCM), N (ammonia). Solvent: CO (methanol). Conditions: time 5 day. The product is C(C)C1=C(N=CC2=C1C1=C(N2)N=CC=C1)C#N (5-Ethyl-9H-dipyrido[2,3-b;4′,3′-d]pyrrole-6-carbonitrile). The yield is 78.7%. As a reaction SMILES: C1(S([N:10]2[C:14]3[CH:15]=[N:16][C:17]([C:21]#[N:22])=[C:18]([CH2:19][CH3:20])[C:13]=3[C:12]3[CH:23]=[CH:24][CH:25]=[N:26][C:11]2=3)(=O)=O)C=CC=CC=1.C(Cl)Cl.N>CO>[CH2:19]([C:18]1[C:13]2[C:12]3[CH:23]=[CH:24][CH:25]=[N:26][C:11]=3[NH:10][C:14]=2[CH:15]=[N:16][C:17]=1[C:21]#[N:22])[CH3:20]. Procedure details: A mixture of 9-benzenesulfonyl-5-ethyl-9H-dipyrido[2,3-b;4′,3′-d]pyrrole-6-carbonitrile (60 mg, 0.16 mmol), DCM (3.0 mL) and 7N ammonia in methanol (3 mL) was stirred at room temperature for 5 days. The reaction mixture was then concentrated in vacuo and the resultant residue was triturated with methanol (2 mL) and dried in vacuo to give the title compound as an off-white solid (28 mg, 81%). LCMS (Method B): RT=2.81 min, M+H+=223.